Dataset: the Open Reaction Database (ORD), a public repository of structured organic reaction records. Task: describe an organic reaction: reactants, conditions, products, and yield Starting materials: BrC1=CC=C(C(C2=CC=C(C=C2)Br)O)C=C1 (4,4′-dibromobenzhydrol), C(C1=CC=CC=C1)(C1=CC=CC=C1)N1CC(C1)OC(C1=C(C=CC=C1)Cl)C1=CC=C(C=C1)Cl (1-benzhydryl-3-(2,4′-dichlorobenzhydryloxy)azetidine). Product: C(C1=CC=CC=C1)(C1=CC=CC=C1)N1CC(C1)OC(C1=CC=C(C=C1)Br)C1=CC=C(C=C1)Br (1-benzhydryl-3-(4,4′-dibromobenzhydryloxy)azetidine). As a reaction SMILES: [Br:1][C:2]1[CH:16]=[CH:15][C:5]([CH:6]([OH:14])[C:7]2[CH:12]=[CH:11][C:10]([Br:13])=[CH:9][CH:8]=2)=[CH:4][CH:3]=1.[CH:17]([N:30]1[CH2:33][CH:32](OC(C2C=CC(Cl)=CC=2)C2C=CC=CC=2Cl)[CH2:31]1)([C:24]1[CH:29]=[CH:28][CH:27]=[CH:26][CH:25]=1)[C:18]1[CH:23]=[CH:22][CH:21]=[CH:20][CH:19]=1>>[CH:17]([N:30]1[CH2:33][CH:32]([O:14][CH:6]([C:7]2[CH:12]=[CH:11][C:10]([Br:13])=[CH:9][CH:8]=2)[C:5]2[CH:4]=[CH:3][C:2]([Br:1])=[CH:16][CH:15]=2)[CH2:31]1)([C:24]1[CH:25]=[CH:26][CH:27]=[CH:28][CH:29]=1)[C:18]1[CH:19]=[CH:20][CH:21]=[CH:22][CH:23]=1. Procedure details: This material was prepared from 4,4′-dibromobenzhydrol (84) using the procedure described for compound (8) (6.15 g, 66%). Starting materials: BrC=1C=CC(=C(CNC(OC(C)(C)C)=O)C1)OC (t-butyl N-(5-bromo-2-methoxybenzyl)carbamate), C(=O)[O-].[Na+] (sodium formate). The reagents and catalysts are Cl[Pd]([P](C1=CC=CC=C1)(C2=CC=CC=C2)C3=CC=CC=C3)([P](C4=CC=CC=C4)(C5=CC=CC=C5)C6=CC=CC=C6)Cl (dichlorobis(triphenylphosphine)palladium), C1(=CC=CC=C1)P(C1=CC=CC=C1)C1=CC=CC=C1 (triphenylphosphine). The solvent is [C]=O (carbon monoxide), C(C)(=O)OCC (ethyl acetate), CN(C=O)C (N,N-dimethylformamide). Yields the product C(=O)C=1C=CC(=C(CNC(OC(C)(C)C)=O)C1)OC (t-butyl N-(5-formyl-2-methoxybenzyl)carbamate). Isolated yield 75.1%. RXN SMILES: Br[C:2]1[CH:3]=[CH:4][C:5]([O:17][CH3:18])=[C:6]([CH:16]=1)[CH2:7][NH:8][C:9](=[O:15])[O:10][C:11]([CH3:14])([CH3:13])[CH3:12].[CH:19]([O-])=[O:20].[Na+]>CN(C)C=O.[C]=O.C(OCC)(=O)C.Cl[Pd](Cl)([P](C1C=CC=CC=1)(C1C=CC=CC=1)C1C=CC=CC=1)[P](C1C=CC=CC=1)(C1C=CC=CC=1)C1C=CC=CC=1.C1(P(C2C=CC=CC=2)C2C=CC=CC=2)C=CC=CC=1>[CH:19]([C:2]1[CH:3]=[CH:4][C:5]([O:17][CH3:18])=[C:6]([CH:16]=1)[CH2:7][NH:8][C:9](=[O:15])[O:10][C:11]([CH3:14])([CH3:13])[CH3:12])=[O:20] |f:1.2,^3:27,^1:38,57|. Procedure: 1.015 g of t-butyl N-(5-bromo-2-methoxybenzyl)carbamate, 45 mg of dichlorobis(triphenylphosphine)palladium (II), 330 mg of sodium formate and 17 mg of triphenylphosphine were dissolved in anhydrous N,N-dimethylformamide, followed by stirring for 2 hours at 110° C. in carbon monoxide atmosphere. The reaction mixture was diluted with ethyl acetate, and washed with water and saturated sodium bicarbonate water. The organic layer was dried over anhydrous magnesium sulfate, and the solvent was evapora...